Dataset: the Open Reaction Database (ORD), a public repository of structured organic reaction records. Task: describe an organic reaction: reactants, conditions, products, and yield The reactants are COC(=O)C1=CC=C(C=C1)B(O)O (4-Methoxycarbonylphenylboronic acid), C1(=CC=CC=C1)P(C1=CC=CC=C1)C1=CC=CC=C1 (triphenylphosphine), C([O-])([O-])=O.[K+].[K+] (potassium carbonate), Cl/C=C/C#CC1=CC=C(C=O)C=C1 (4-((E)-4-chlorobut-3-en-1-yn-1-yl)benzaldehyde). Reagents/catalysts: Cl[Pd]([P](C1=CC=CC=C1)(C2=CC=CC=C2)C3=CC=CC=C3)([P](C4=CC=CC=C4)(C5=CC=CC=C5)C6=CC=CC=C6)Cl (PdCl2(PPh3)2). Run in C(C)O (ethanol), C1(=CC=CC=C1)C (toluene), C(C)(=O)OCC (ethyl acetate). Product: COC(C1=CC=C(C=C1)\C=C\C#CC1=CC=C(C=C1)C=O)=O (4-[(1E)-4-(4-formylphenyl)but-1-en-3-yn-1-yl]benzoic acid methyl ester). Isolated yield 81.2%. RXN SMILES: [CH3:1][O:2][C:3]([C:5]1[CH:10]=[CH:9][C:8](B(O)O)=[CH:7][CH:6]=1)=[O:4].C1(P(C2C=CC=CC=2)C2C=CC=CC=2)C=CC=CC=1.C(=O)([O-])[O-].[K+].[K+].Cl/[CH:40]=[CH:41]/[C:42]#[C:43][C:44]1[CH:51]=[CH:50][C:47]([CH:48]=[O:49])=[CH:46][CH:45]=1>Cl[Pd](Cl)([P](C1C=CC=CC=1)(C1C=CC=CC=1)C1C=CC=CC=1)[P](C1C=CC=CC=1)(C1C=CC=CC=1)C1C=CC=CC=1.C(OCC)(=O)C.C(O)C.C1(C)C=CC=CC=1>[CH3:1][O:2][C:3](=[O:4])[C:5]1[CH:10]=[CH:9][C:8](/[CH:40]=[CH:41]/[C:42]#[C:43][C:44]2[CH:45]=[CH:46][C:47]([CH:48]=[O:49])=[CH:50][CH:51]=2)=[CH:7][CH:6]=1 |f:2.3.4,^1:54,73|. Procedure: 4-Methoxycarbonylphenylboronic acid (1.0 g), PdCl2(PPh3)2 (0.18 g), triphenylphosphine (0.13 g) and potassium carbonate (1.4 g) were added to a toluene (5.0 mL)-ethanol (2.5 mL) solution of 4-((E)-4-chlorobut-3-en-1-yn-1-yl)benzaldehyde (0.97 g) as obtained in Example 22-(1), and the mixture was heated and refluxed for 3 hours in a nitrogen atmosphere. After the reaction mixture was cooled to room temperature, ethyl acetate was added, the insolubles were filtered out, and the filtrate was concen... Starting materials: C1COCCN1, Cc1ccccc1, COc1cc(C(=O)Cl)cc(OC)c1OC. The product is COc1cc(C(=O)N2CCOCC2)cc(OC)c1OC. RXN SMILES: [CH2:1]1[CH2:2][O:3][CH2:4][CH2:5][NH:6]1.[CH3:22][c:23]1[cH:24][cH:25][cH:26][cH:27][cH:28]1.[CH3:7][O:8][c:9]1[cH:10][c:11]([C:12](=[O:13])[Cl:14])[cH:15][c:16]([O:20][CH3:21])[c:17]1[O:18][CH3:19]>>[CH2:1]1[CH2:2][O:3][CH2:4][CH2:5][N:6]1[C:12]([c:11]1[cH:10][c:9]([O:8][CH3:7])[c:17]([O:18][CH3:19])[c:16]([O:20][CH3:21])[cH:15]1)=[O:13]. Reactants: CN1C=C(C2=C(C=C(C=C12)C)C)C=O (1,4,6-trimethyl-1H-indole-3-carbaldehyde), CNC (dimethylamine), C(C)(=O)O[BH-](OC(C)=O)OC(C)=O.[Na+] (sodium triacetoxyborohydride). The solvent is C(Cl)Cl (CH2Cl2). Reaction conditions: time 48 hour. The product is CN(CC1=CN(C2=CC(=CC(=C12)C)C)C)C (Dimethyl-(1,4,6-trimethyl-1H-indol-3-ylmethyl)-amine). Reaction SMILES: [CH3:1][N:2]1[C:10]2[C:5](=[C:6]([CH3:12])[CH:7]=[C:8]([CH3:11])[CH:9]=2)[C:4]([CH:13]=O)=[CH:3]1.[CH3:15][NH:16][CH3:17].C(O[BH-](OC(=O)C)OC(=O)C)(=O)C.[Na+]>C(Cl)Cl>[CH3:15][N:16]([CH3:17])[CH2:13][C:4]1[C:5]2[C:10](=[CH:9][C:8]([CH3:11])=[CH:7][C:6]=2[CH3:12])[N:2]([CH3:1])[CH:3]=1 |f:2.3|. Reported procedure: To a solution of 1,4,6-trimethyl-1H-indole-3-carbaldehyde (875 mg, 4.7 mmol) in CH2Cl2 (30 mL) and dimethylamine (2.0 M solution in MeOH) (4.7 mL, 9.3 mmol) was added sodium triacetoxyborohydride (NaBH(OAc)3) (2.9 g, 14 mmol) at 0° C. Upon complete addition the cooling bath was removed and the reaction mixture was stirred at room temperature for 48 h. When the reaction was complete, the mixture was diluted with CH2Cl2 and washed with saturated NaHCO3. The layers were separated and the organic ph... Starting materials: CC(C)(C)[Si](C)(C)Cl, CCOC(=O)CC(C)O, CN(C)C=O, c1c[nH]cn1. Product: CCOC(=O)CC(C)O[Si](C)(C)C(C)(C)C. As a reaction SMILES: [C:10]([CH3:11])([CH3:12])([CH3:13])[Si:14]([CH3:15])([CH3:16])[Cl:17].[CH3:1][CH2:2][O:3][C:4](=[O:5])[CH2:6][CH:7]([CH3:8])[OH:9].[O:23]=[CH:24][N:25]([CH3:26])[CH3:27].[nH:18]1[cH:19][cH:20][n:21][cH:22]1>>[CH3:1][CH2:2][O:3][C:4](=[O:5])[CH2:6][CH:7]([CH3:8])[O:9][Si:14]([C:10]([CH3:11])([CH3:12])[CH3:13])([CH3:15])[CH3:16]. The reactants are FC=1C=C2C(=C(C(C3(CCOCC3)C2=CC1)=O)C(=O)OCC)O (ethyl 6-fluoro-4-hydroxy-2-oxo-2′,3′,5′,6′-tetrahydro-spiro[naphthalene-1,4′-pyran]-3-carboxylate), Cl.NCC(=O)OC(C)(C)C (tert-butyl 2-aminoacetate hydrochloride), C(C)N(C(C)C)C(C)C (N-ethyl-N-isopropylpropan-2-amine). Solvent: O1CCOCC1 (dioxane). Run at temperature 95 celsius, time 13 hour. The product is FC=1C=C2C(=C(C(C3(CCOCC3)C2=CC1)=O)C(=O)NCC(=O)O)O (N-((6-Fluoro-4-hydroxy-2-oxo-2′,3′,5′,6′-tetrahydro-spiro[naphthalene-1,4′-pyran]-3-yl)carbonyl)glycine). Isolated yield 17.2%. RXN SMILES: [F:1][C:2]1[CH:3]=[C:4]2[C:14](=[CH:15][CH:16]=1)[C:8]1([CH2:13][CH2:12][O:11][CH2:10][CH2:9]1)[C:7](=[O:17])[C:6]([C:18](OCC)=[O:19])=[C:5]2[OH:23].Cl.[NH2:25][CH2:26][C:27]([O:29]C(C)(C)C)=[O:28].C(N(C(C)C)C(C)C)C>O1CCOCC1>[F:1][C:2]1[CH:3]=[C:4]2[C:14](=[CH:15][CH:16]=1)[C:8]1([CH2:9][CH2:10][O:11][CH2:12][CH2:13]1)[C:7](=[O:17])[C:6]([C:18]([NH:25][CH2:26][C:27]([OH:29])=[O:28])=[O:19])=[C:5]2[OH:23] |f:1.2|. Procedure: A mixture of ethyl 6-fluoro-4-hydroxy-2-oxo-2′,3′,5′,6′-tetrahydro-spiro[naphthalene-1,4′-pyran]-3-carboxylate (0.5 g, 2 mmol), tert-butyl 2-aminoacetate hydrochloride (0.4 g, 2 mmol) in 5 mL dioxane was treated with N-ethyl-N-isopropylpropan-2-amine (0.6 g, 5 mmol). The mixture was warmed to 95° C. and stirred for 13 hours, M−1=404. The mixture was then cooled to room temperature and concentrated in vacuo. The crude product was purified by column chromatography eluting with 10-30% EtOAc/hexane ... Reaction SMILES: [Cl:26][C:27](=[O:28])[O:29][c:30]1[cH:31][cH:32][c:33]([N+:34]([O-:35])=[O:36])[cH:37][cH:38]1.[Cl:49][CH2:50][Cl:51].[NH2:1][c:2]1[cH:3][cH:4][c:5](-[c:8]2[n:9]([CH:22]3[CH2:23][CH2:24][CH2:25]3)[c:10]3[cH:11][c:12]([O:19][CH2:20][CH3:21])[cH:13][cH:14][c:15]3[c:16]2[C:17]#[N:18])[cH:6][cH:7]1.[NH2:45][CH2:46][CH2:47][OH:48].[cH:39]1[cH:40][cH:41][n:42][cH:43][cH:44]1>>[NH:1]([c:2]1[cH:3][cH:4][c:5](-[c:8]2[n:9]([CH:22]3[CH2:23][CH2:24][CH2:25]3)[c:10]3[cH:11][c:12]([O:19][CH2:20][CH3:21])[cH:13][cH:14][c:15]3[c:16]2[C:17]#[N:18])[cH:6][cH:7]1)[C:27](=[O:28])[NH:45][CH2:46][CH2:47][OH:48]. The reactants are O=C(Cl)Oc1ccc([N+](=O)[O-])cc1, ClCCl, CCOc1ccc2c(C#N)c(-c3ccc(N)cc3)n(C3CCC3)c2c1, NCCO, c1ccncc1. Product: CCOc1ccc2c(C#N)c(-c3ccc(NC(=O)NCCO)cc3)n(C3CCC3)c2c1.